The task is: describe an organic reaction: reactants, conditions, products, and yield. This data is from the Open Reaction Database (ORD), a public repository of structured organic reaction records. The reactants are C(=O)(N1C=NC=C1)N1C=NC=C1 (1,1'-carbonyldiimidazole), NC1=C(CC=2NC=CN2)C=CC=C1 (2-(2-aminobenzyl)imidazole). The solvent is C(Cl)Cl (methylene chloride). Conditions: time 8 hour. The product is N=1C=CN2C(NC3=C(CC21)C=CC=C3)=O (11H-imidazo[1,2-c][1,3]benzodiazepin-5(6H)-one). As a reaction SMILES: [C:1]([N:8]1[CH:12]=[CH:11][N:10]=[CH:9]1)([N:3]1[CH:7]=[CH:6]N=C1)=[O:2].N[C:14]1[CH:25]=[CH:24]C=C[C:15]=1[CH2:16]C1NC=CN=1>C(Cl)Cl>[N:10]1[CH:11]=[CH:12][N:8]2[C:9]=1[CH2:24][C:25]1[CH:14]=[CH:15][CH:16]=[CH:6][C:7]=1[NH:3][C:1]2=[O:2]. Procedure details: Alternately, 0.75 g of 1,1'-carbonyldiimidazole was added at once to a suspension of 0.79 g of 2-(2-aminobenzyl)imidazole in 38 ml of methylene chloride and the mixture was stirred at room temperature overnight. The resulting precipitate was collected and recrystallized from methylene chloride to give the crude 11H-imidazo[1,2-c][1,3]benzodiazepin-5(6H)-one, m.p. 238°-40°. Reactants: FC1=CC(=C(C=C1)N)N (4-fluoro-1,2-phenylenediamine), C(C(=O)OCC)(=O)OCC (diethyl oxalate). The product is OC1=NC2=CC=C(C=C2N=C1O)F (2,3-dihydroxy-6-fluoroquinoxaline). Reaction SMILES: [F:1][C:2]1[CH:7]=[CH:6][C:5]([NH2:8])=[C:4]([NH2:9])[CH:3]=1.[C:10](OCC)(=[O:16])[C:11](OCC)=[O:12]>>[OH:12][C:11]1[C:10]([OH:16])=[N:9][C:4]2[C:5](=[CH:6][CH:7]=[C:2]([F:1])[CH:3]=2)[N:8]=1. Reported procedure: A mixture consisting of 26.3 g. (0.19 mole) of 4-fluoro-1,2-phenylenediamine [Journal of the American Chemical Society, Vol. 75, P. 1294 (1953)] and 150 ml. of diethyl oxalate was refluxed under a nitrogen atmosphere for a period of 18 hours. Upon completion of this step, the reaction mixture was cooled to room temperature (~20° C.), filtered and the recovered product subsequently washed with four-100 ml. portions of ethanol and air-dried to constant weight to ultimately afford 19.3 g. (80%) of ... Reactants: COCN(c1cc(Cl)cnc1Br)S(=O)(=O)c1ccc(Cl)c(C(F)(F)F)c1, C1CCOC1, CON(C)C(=O)c1ccnc(N2CCOCC2)c1, CC(C)[Mg+], [Cl-]. Product: COCN(c1cc(Cl)cnc1C(=O)c1ccnc(N2CCOCC2)c1)S(=O)(=O)c1ccc(Cl)c(C(F)(F)F)c1. RXN SMILES: [Br:1][c:2]1[n:3][cH:4][c:5]([Cl:26])[cH:6][c:7]1[N:8]([S:9](=[O:10])(=[O:11])[c:12]1[cH:13][c:14]([C:19]([F:20])([F:21])[F:22])[c:15]([Cl:18])[cH:16][cH:17]1)[CH2:23][O:24][CH3:25].[CH2:50]1[O:51][CH2:52][CH2:53][CH2:54]1.[CH3:32][O:33][N:34]([C:35]([c:36]1[cH:37][c:38]([N:42]2[CH2:43][CH2:44][O:45][CH2:46][CH2:47]2)[n:39][cH:40][cH:41]1)=[O:48])[CH3:49].[CH:28]([Mg+:29])([CH3:30])[CH3:31].[Cl-:27]>>[c:2]1([C:35]([c:36]2[cH:37][c:38]([N:42]3[CH2:43][CH2:44][O:45][CH2:46][CH2:47]3)[n:39][cH:40][cH:41]2)=[O:48])[n:3][cH:4][c:5]([Cl:26])[cH:6][c:7]1[N:8]([S:9](=[O:10])(=[O:11])[c:12]1[cH:13][c:14]([C:19]([F:20])([F:21])[F:22])[c:15]([Cl:18])[cH:16][cH:17]1)[CH2:23][O:24][CH3:25]. Reactants: BrC=1C=C2C(=C(C=NC2=CC1)S(=O)(=O)C)NC=1C=CC(=NC1)N1CC(CCC1)NC(OC(C)(C)C)=O (tert-butyl 1-(5-(6-bromo-3-(methylsulfonyl)quinolin-4-ylamino)pyridin-2-yl)piperidin-3-ylcarbamate), ClC1=C(C(=CC(=C1)B1OC(C(O1)(C)C)(C)C)F)O (2-chloro-6-fluoro-4-(4,4,5,5-tetramethyl-1,3,2-dioxaborolan-2-yl)phenol), C(=O)([O-])[O-].[Cs+].[Cs+] (Cs2CO3). Reagents/catalysts: C1=CC=C(C=C1)P([C-]2C=CC=C2)C3=CC=CC=C3.C1=CC=C(C=C1)P([C-]2C=CC=C2)C3=CC=CC=C3.Cl[Pd]Cl.[Fe+2] (Pd(dppf)Cl2). Solvent: O1CCOCC1 (dioxane). Reaction conditions: temperature 140 celsius. The product is NC1CN(CCC1)C1=CC=C(C=N1)NC1=C(C=NC2=CC=C(C=C12)C1=CC(=C(C(=C1)F)O)Cl)S(=O)(=O)C (4-(4-(6-(3-aminopiperidin-1-yl)pyridin-3-ylamino)-3-(methylsulfonyl)quinolin-6-yl)-2-chloro-6-fluorophenol). The yield is 22.9%. As a reaction SMILES: Br[C:2]1[CH:3]=[C:4]2[C:9](=[CH:10][CH:11]=1)[N:8]=[CH:7][C:6]([S:12]([CH3:15])(=[O:14])=[O:13])=[C:5]2[NH:16][C:17]1[CH:18]=[CH:19][C:20]([N:23]2[CH2:28][CH2:27][CH2:26][CH:25]([NH:29]C(=O)OC(C)(C)C)[CH2:24]2)=[N:21][CH:22]=1.[Cl:37][C:38]1[CH:43]=[C:42](B2OC(C)(C)C(C)(C)O2)[CH:41]=[C:40]([F:53])[C:39]=1[OH:54].C([O-])([O-])=O.[Cs+].[Cs+]>O1CCOCC1.C1C=CC(P(C2C=CC=CC=2)[C-]2C=CC=C2)=CC=1.C1C=CC(P(C2C=CC=CC=2)[C-]2C=CC=C2)=CC=1.Cl[Pd]Cl.[Fe+2]>[NH2:29][CH:25]1[CH2:26][CH2:27][CH2:28][N:23]([C:20]2[N:21]=[CH:22][C:17]([NH:16][C:5]3[C:4]4[C:9](=[CH:10][CH:11]=[C:2]([C:42]5[CH:41]=[C:40]([F:53])[C:39]([OH:54])=[C:38]([Cl:37])[CH:43]=5)[CH:3]=4)[N:8]=[CH:7][C:6]=3[S:12]([CH3:15])(=[O:14])=[O:13])=[CH:18][CH:19]=2)[CH2:24]1 |f:2.3.4,6.7.8.9|. Procedure details: To a suspension of tert-butyl 1-(5-(6-bromo-3-(methylsulfonyl)quinolin-4-ylamino)pyridin-2-yl)piperidin-3-ylcarbamate (70 mg, 0.121 mmol), 2-chloro-6-fluoro-4-(4,4,5,5-tetramethyl-1,3,2-dioxaborolan-2-yl)phenol (40 mg, 0.145 mmol) and Pd(dppf)Cl2 (9 mg, 0.012 mmol) in dioxane (4 mL) was added Cs2CO3 (182 μL, 2.0 M solution in H2O). The reaction mixture was degassed using N2 and heated at 140° C. for 30 min. The reaction mixture was cooled to rt and to purification by preperatory HPLC. The crude ...